Dataset: the Open Reaction Database (ORD), a public repository of structured organic reaction records. Task: describe an organic reaction: reactants, conditions, products, and yield Reactants: c1ccc(C(c2ccccc2)N2CCNCC2)cc1, Clc1ccc2nnc(Cl)n2n1. The product is Clc1nnc2ccc(N3CCN(C(c4ccccc4)c4ccccc4)CC3)nn12. Reaction SMILES: [CH:1]([c:2]1[cH:3][cH:4][cH:5][cH:6][cH:7]1)([c:8]1[cH:9][cH:10][cH:11][cH:12][cH:13]1)[N:14]1[CH2:15][CH2:16][NH:17][CH2:18][CH2:19]1.[Cl:20][c:21]1[n:22][n:23][c:24]2[n:25]1[n:26][c:27]([Cl:30])[cH:28][cH:29]2>>[CH:1]([c:2]1[cH:3][cH:4][cH:5][cH:6][cH:7]1)([c:8]1[cH:9][cH:10][cH:11][cH:12][cH:13]1)[N:14]1[CH2:15][CH2:16][N:17]([c:27]2[n:26][n:25]3[c:21]([Cl:20])[n:22][n:23][c:24]3[cH:29][cH:28]2)[CH2:18][CH2:19]1. Reactants: 1.21, C(C)(=O)C1=NC=CC=C1 (2-acetylpyridine), 1.63, Cl.CNC (dimethylamine hydrochloride), 0.63, [BH3-]C#N.[Na+] (NaCNBH3), 0.4, [OH-].[Na+] (NaOH). Solvent: CO (methanol). Conditions: time 4 day. Yields the product CN(C(C)C1=NC=CC=C1)C (2-(1-dimethylamino ethyl)pyridine). As a reaction SMILES: [C:1]([C:4]1[CH:9]=[CH:8][CH:7]=[CH:6][N:5]=1)(=O)[CH3:2].Cl.[CH3:11][NH:12][CH3:13].[BH3-]C#N.[Na+].[OH-].[Na+]>CO>[CH3:11][N:12]([CH3:13])[CH:1]([C:4]1[CH:9]=[CH:8][CH:7]=[CH:6][N:5]=1)[CH3:2] |f:1.2,3.4,5.6|. Reported procedure: A suspension of g 1.21 (0.01 moles) of 2-acetylpyridine, 1.63 (0.02 moles) of dimethylamine hydrochloride, g 0.63 (0.01 moles) of NaCNBH3 and g 0.4 (0.01 moles) of NaOH in ml.80 of dry methanol was stirred at room temperature for 4 days. The insoluble matter was filtered off and the filtrate was made strongly alkaline with 15% aqueous NaOH. After evaporation of the mathanol, some NaOH pellets were added into the aqueous residue, and the solution was extracted with ether. The combined ethereal so... The reactants are C(C)OC(CC1=C(OC2=C1C=C(C=C2)Br)C)=O ((5-bromo-2-methyl-benzofuran-3-yl)-acetic acid ethyl ester), C(#N)[Cu] (CuCN), [C-]#N.[Na+] (NaCN). Solvent: CN(C)C=O (DMF), O (water). Run at temperature 165 celsius. The product is C(C)OC(CC1=C(OC2=C1C=C(C=C2)C#N)C)=O ((5-Cyano-2-methyl-benzofuran-3-yl)-acetic acid ethyl ester). Yield: 77.3%. As a reaction SMILES: [CH2:1]([O:3][C:4](=[O:17])[CH2:5][C:6]1[C:10]2[CH:11]=[C:12](Br)[CH:13]=[CH:14][C:9]=2[O:8][C:7]=1[CH3:16])[CH3:2].[C:18]([Cu])#[N:19].[C-]#N.[Na+]>CN(C=O)C.O>[CH2:1]([O:3][C:4](=[O:17])[CH2:5][C:6]1[C:10]2[CH:11]=[C:12]([C:18]#[N:19])[CH:13]=[CH:14][C:9]=2[O:8][C:7]=1[CH3:16])[CH3:2] |f:2.3|. Reported procedure: A mixture of (5-bromo-2-methyl-benzofuran-3-yl)-acetic acid ethyl ester (6.8 g, 22.9 mmol) and CuCN (3.1 g, 34.3 mmol) in anhydrous DMF (20 mL) is heated for 16 h at reflux (165° C.) under an argon atmosphere. After cooling to room temperature a solution of NaCN (5.8 g, 114 mmol) in water (30 mL) is added. The reaction mixture is partitioned between water and toluene, the layers are separated and the aqueous phase is extracted with toluene. The combined organic layers are washed with a 10% aqueo... Starting materials: Cl.CC(CC=1C=C2C=CC=CC2=CC1)(N)C (6-(1,1-dimethyl-1-aminoethyl)naphthalene hydrochloride). The reagents and catalysts are O=[Pt]=O (PtO2). Solvent: C(C)(=O)O (acetic acid). Conditions: time 1 hour. Product: Cl.CC(CC=1C=C2CCCCC2=CC1)(N)C (6-(1,1-Dimethyl-1-aminoethyl)-1,2,3,4-tetrahydronaphthalene hydrochloride). The yield is 84.4%. Reaction SMILES: [ClH:1].[CH3:2][C:3]([CH3:16])([NH2:15])[CH2:4][C:5]1[CH:6]=[C:7]2[C:12](=[CH:13][CH:14]=1)[CH:11]=[CH:10][CH:9]=[CH:8]2>C(O)(=O)C.O=[Pt]=O>[ClH:1].[CH3:2][C:3]([CH3:16])([NH2:15])[CH2:4][C:5]1[CH:6]=[C:7]2[C:12](=[CH:13][CH:14]=1)[CH2:11][CH2:10][CH2:9][CH2:8]2 |f:0.1,4.5|. Reported procedure: A solution of 1.0 g (4.2 mmol) of 6-(1,1-dimethyl-1-aminoethyl)naphthalene hydrochloride in glacial acetic acid (100 mL) was treated under Argon atmosphere with PtO2 (350 mg). The mixture was hydrogenated in a Parr shaker at 50 psi for 1 h. and filtered through a plug of celite. The filtrate was concentrated in vacuo and concentrated from ether. The residue was triturated with ether and the white crystalline solid (850 mg, 85% yield) was collected, washed with ether and dried. MS(ES) m/z 204.2(M... The reactants are CC([O-])=S, CC(C)=O, CN1CCCC(OS(C)(=O)=O)C1=O, [K+]. Product: CC(=S)OC1CCCN(C)C1=O. Reaction SMILES: [C:14]([CH3:15])(=[S:16])[O-:17].[CH3:19][C:20](=[O:21])[CH3:22].[CH3:1][S:2](=[O:3])(=[O:4])[O:5][CH:6]1[C:7](=[O:13])[N:8]([CH3:12])[CH2:9][CH2:10][CH2:11]1.[K+:18]>>[O:5]([CH:6]1[C:7](=[O:13])[N:8]([CH3:12])[CH2:9][CH2:10][CH2:11]1)[C:14]([CH3:15])=[S:16].